From a dataset of the Open Reaction Database (ORD), a public repository of structured organic reaction records. describe an organic reaction: reactants, conditions, products, and yield The product is c5ccc4c(c2c1ccccc1cc3ccccc23)cccc4c5. Conditions: temperature 120 celsius, time 12 hour. The reagents and catalysts are PCy3. Reactants: OB(O)c1cccc2ccccc12 (effective_coupling_partner), CC(C)(C)C(=O)Oc2c1ccccc1cc3ccccc23 (substrate). Starting materials: CCN(C(C)C)C(C)C, C[Si](C)(C)OS(=O)(=O)C(F)(F)F, O, O=C1C=CC(O)(CCCCOc2ccccc2)C1. Yields the product C[Si](C)(C)OC1(CCCCOc2ccccc2)C=CC(=O)C1. As a reaction SMILES: [CH:32]([N:33]([CH:34]([CH3:35])[CH3:36])[CH2:37][CH3:38])([CH3:39])[CH3:40].[F:19][C:20]([F:21])([F:22])[S:23]([O:24][Si:25]([CH3:26])([CH3:27])[CH3:28])(=[O:29])=[O:30].[OH2:31].[OH:1][C:2]1([CH2:8][CH2:9][CH2:10][CH2:11][O:12][c:13]2[cH:14][cH:15][cH:16][cH:17][cH:18]2)[CH:3]=[CH:4][C:5](=[O:7])[CH2:6]1>>[O:1]([C:2]1([CH2:8][CH2:9][CH2:10][CH2:11][O:12][c:13]2[cH:14][cH:15][cH:16][cH:17][cH:18]2)[CH:3]=[CH:4][C:5](=[O:7])[CH2:6]1)[Si:25]([CH3:26])([CH3:27])[CH3:28]. Reactants: COC(CC=1C=C(C(=CC1)OC)C1=C(C=C(C=C1)C(F)(F)F)CN[C@H]1[C@H](CC2=CC=CC=C12)O)=O ({2′-[((1R,2S)-2-hydroxy-indan-1-ylamino)-methyl]-6-methoxy-4′-trifluoromethyl-biphenyl-3-yl}-acetic acid methyl ester), C(C)(=O)Cl (acetyl chloride). Yields the product COC(CC=1C=C(C(=CC1)OC)C1=C(C=C(C=C1)C(F)(F)F)CN([C@H]1[C@H](CC2=CC=CC=C12)O)C(C)=O)=O ((2′-{[Acetyl-((1R,2S)-2-hydroxy-indan-1-yl)-amino]-methyl}-6-methoxy-4′-trifluoromethyl-biphenyl-3-yl)-acetic acid methyl ester). As a reaction SMILES: [CH3:1][O:2][C:3](=[O:35])[CH2:4][C:5]1[CH:6]=[C:7]([C:13]2[CH:18]=[CH:17][C:16]([C:19]([F:22])([F:21])[F:20])=[CH:15][C:14]=2[CH2:23][NH:24][C@@H:25]2[C:33]3[C:28](=[CH:29][CH:30]=[CH:31][CH:32]=3)[CH2:27][C@@H:26]2[OH:34])[C:8]([O:11][CH3:12])=[CH:9][CH:10]=1.[C:36](Cl)(=[O:38])[CH3:37]>>[CH3:1][O:2][C:3](=[O:35])[CH2:4][C:5]1[CH:6]=[C:7]([C:13]2[CH:18]=[CH:17][C:16]([C:19]([F:22])([F:20])[F:21])=[CH:15][C:14]=2[CH2:23][N:24]([C:36](=[O:38])[CH3:37])[C@@H:25]2[C:33]3[C:28](=[CH:29][CH:30]=[CH:31][CH:32]=3)[CH2:27][C@@H:26]2[OH:34])[C:8]([O:11][CH3:12])=[CH:9][CH:10]=1. Procedure details: Prepared according to the procedure described in Example 1, Step 6, using the following starting materials: {2′-[((1R,2S)-2-hydroxy-indan-1-ylamino)-methyl]-6-methoxy-4′-trifluoromethyl-biphenyl-3-yl}-acetic acid methyl ester and acetyl chloride. Starting materials: [OH-].[K+] (Potassium hydroxide), C(C1=CC=CC=C1)N1CCC2(C(NC(N2C2=CC=CC=C2)=O)=NC2CCCCC2)CC1 (8-Benzyl-4-cyclohexylimino-1-phenyl-1,3,8-triazaspiro[4,5]decane-2-one). Solvent: C(CO)O (ethylene glycol). Reaction conditions: temperature 50 celsius. Product: C(C1=CC=CC=C1)N1CCC2(C(NC(N2C2=CC=CC=C2)=O)=O)CC1 (8-Benzyl-1-phenyl-1,3,8-triazaspiro[4,5]decane-2,4-dione). Isolated yield 69.9%. As a reaction SMILES: [OH-:1].[K+].[CH2:3]([N:10]1[CH2:33][CH2:32][C:13]2([N:17]([C:18]3[CH:23]=[CH:22][CH:21]=[CH:20][CH:19]=3)[C:16](=[O:24])[NH:15][C:14]2=NC2CCCCC2)[CH2:12][CH2:11]1)[C:4]1[CH:9]=[CH:8][CH:7]=[CH:6][CH:5]=1>C(O)CO>[CH2:3]([N:10]1[CH2:11][CH2:12][C:13]2([N:17]([C:18]3[CH:23]=[CH:22][CH:21]=[CH:20][CH:19]=3)[C:16](=[O:24])[NH:15][C:14]2=[O:1])[CH2:32][CH2:33]1)[C:4]1[CH:5]=[CH:6][CH:7]=[CH:8][CH:9]=1 |f:0.1|. Procedure: Potassium hydroxide (50.4 g, 0.9 mol) was added to 300 mL of ethylene glycol followed by 8-benzyl-4-cyclohexylimino-1-phenyl-1,3,8-triazaspiro[4,5]decane-2-one (37.7 g, 0.11 mol) from Step A. The reaction mixture was heated slowly to a gentle reflux and 100 mL of solvent was removed by distillation over a 4.5 hour period. The reaction mixture was then cooled in ice to 50° C. and poured into water (500 mL). The aqueous solution was adjusted to approximately pH 8-9 by adding concentrated hydrochlo... Reactants: C([O-])([O-])=O.[K+].[K+] (potassium carbonate), COC=1C=C(C=CC1OC)CCN (2-(3,4-dimethoxyphenyl)ethylamine), C(C#C)OC=1C=CC(=C2CCC(NC12)=O)OCC(CCl)O (8-(2-propynyloxy)-5-(3-chloro-2-hydroxypropoxy)-3,4-dihydrocarbostyril). The solvent is CO (methanol). Product: Cl.C(C#C)OC=1C=CC(=C2CCC(NC12)=O)OCC(CNCCC1=CC(=C(C=C1)OC)OC)O (8-(2-propynyloxy)-5-{3-[2-(3,4-dimethoxyphenyl)ethylamino]-2-hydroxypropoxy}-3,4-dihydrocarbostyril hydrochloride). Yield: 69.4%. Reaction SMILES: [CH2:1]([O:4][C:5]1[CH:6]=[CH:7][C:8]([O:16][CH2:17][CH:18]([OH:21])[CH2:19][Cl:20])=[C:9]2[C:14]=1[NH:13][C:12](=[O:15])[CH2:11][CH2:10]2)[C:2]#[CH:3].C(=O)([O-])[O-].[K+].[K+].[CH3:28][O:29][C:30]1[CH:31]=[C:32]([CH2:38][CH2:39][NH2:40])[CH:33]=[CH:34][C:35]=1[O:36][CH3:37]>CO>[ClH:20].[CH2:1]([O:4][C:5]1[CH:6]=[CH:7][C:8]([O:16][CH2:17][CH:18]([OH:21])[CH2:19][NH:40][CH2:39][CH2:38][C:32]2[CH:33]=[CH:34][C:35]([O:36][CH3:37])=[C:30]([O:29][CH3:28])[CH:31]=2)=[C:9]2[C:14]=1[NH:13][C:12](=[O:15])[CH2:11][CH2:10]2)[C:2]#[CH:3] |f:1.2.3,6.7|. Procedure: 1.0 g of 8-(2-propynyloxy)-5-(3-chloro-2-hydroxypropoxy)-3,4-dihydrocarbostyril was dissolved in 20 ml of methanol. 0.5 g of anhydrous potassium carbonate and 1.6 g of 2-(3,4-dimethoxyphenyl)ethylamine were added thereto, and the resulting mixture was stirred while refluxing for 2.5 hours. After completion of the reaction, the methanol was evaporated under reduced pressure, and the residue was dissolved in chloroform and then washed with water. The chloroform layer was dried over anhydrous sodiu... Reactants: CC1=CC=CC(=C1OCC(=O)N[C@@H](CC=2C=CC=CC2)[C@H](C[C@H](CC=3C=CC=CC3)NC(=O)[C@H](C(C)C)N4CCCNC4=O)O)C (Lopinavir). Solvent: C1CCCCC1 (cyclohexane), ClCCl (dichloromethane), C1CCCCC1 (cyclohexane). Reaction conditions: time 60 hour. Product: CC1=CC=CC(=C1OCC(=O)N[C@@H](CC=2C=CC=CC2)[C@H](C[C@H](CC=3C=CC=CC3)NC(=O)[C@H](C(C)C)N4CCCNC4=O)O)C.C1CCCCC1 (lopinavir cyclohexane). The yield is 167.6%. Reaction SMILES: [CH3:1][C:2]1[C:7]([O:8][CH2:9][C:10]([NH:12][C@H:13]([C@@H:21]([OH:45])[CH2:22][C@@H:23]([NH:31][C:32]([C@@H:34]([N:38]2[C:43](=[O:44])[NH:42][CH2:41][CH2:40][CH2:39]2)[CH:35]([CH3:37])[CH3:36])=[O:33])[CH2:24][C:25]2[CH:26]=[CH:27][CH:28]=[CH:29][CH:30]=2)[CH2:14][C:15]2[CH:16]=[CH:17][CH:18]=[CH:19][CH:20]=2)=[O:11])=[C:6]([CH3:46])[CH:5]=[CH:4][CH:3]=1>ClCCl.C1CCCCC1>[CH3:46][C:6]1[C:7]([O:8][CH2:9][C:10]([NH:12][C@H:13]([C@@H:21]([OH:45])[CH2:22][C@@H:23]([NH:31][C:32]([C@@H:34]([N:38]2[C:43](=[O:44])[NH:42][CH2:41][CH2:40][CH2:39]2)[CH:35]([CH3:37])[CH3:36])=[O:33])[CH2:24][C:25]2[CH:26]=[CH:27][CH:28]=[CH:29][CH:30]=2)[CH2:14][C:15]2[CH:16]=[CH:17][CH:18]=[CH:19][CH:20]=2)=[O:11])=[C:2]([CH3:1])[CH:3]=[CH:4][CH:5]=1.[CH2:2]1[CH2:7][CH2:6][CH2:5][CH2:4][CH2:3]1 |f:3.4|. Reported procedure: Lopinavir (10 gm) was dissolved in dichloromethane (90 ml), methylenedichloride layer was dried over sodium sulfate and distilled off the solvent under vacuum at 45 deg C. to obtain residue. To the residue was added cyclohexane (50 ml), distilled off the solvent and the residue was collected. The residue obtained was taken in cyclohexane (70 ml), stirred for 60 hours at 20-25 deg C., filtered, washed the solid with cyclohexane (20 ml) and dried at 55-60 deg C. for 4 hours to obtain 9.5 gm of lop... Starting materials: NC1=CC=C(C=C1)C(C)=O (p-aminoacetophenone), C(C)(=O)OC(C)=O (acetic anhydride). Solvent: [OH-].[K+] (KOH). Yields the product C(C)(=O)NC1=CC=C(C=C1)C(C)=O (p-acetamidoacetophenone). Isolated yield 67.1%. RXN SMILES: [NH2:1][C:2]1[CH:7]=[CH:6][C:5]([C:8](=[O:10])[CH3:9])=[CH:4][CH:3]=1.[C:11](OC(=O)C)(=[O:13])[CH3:12]>[OH-].[K+]>[C:11]([NH:1][C:2]1[CH:7]=[CH:6][C:5]([C:8](=[O:10])[CH3:9])=[CH:4][CH:3]=1)(=[O:13])[CH3:12] |f:2.3|. Procedure details: To 250 ml of KOH dried pyridine was added 50 g (0.37 mole) of p-aminoacetophenone and 39.6 g of acetic anhydride. After one and a half hours of stirring at room temperature, the solution had become a thick suspension of a white solid. Filtration and drying gave 44 g of p-acetamidoacetophenone. This solid (44 g, 0.25 mole) was then suspended in 500 ml methylene chloride and treated with 44 g Br2 (0.275 mole). The reaction was allowed to proceed overnight whereupon it was stripped and dried under ...